This data is from the Open Reaction Database (ORD), a public repository of structured organic reaction records. The task is: describe an organic reaction: reactants, conditions, products, and yield Starting materials: FC1=CC2=C(C(=NO2)C2CCNCC2)C=C1 (6-fluoro-3-(4-piperidinyl)-1,2-benzisoxazole), C(=O)([O-])[O-].[K+].[K+] (K2CO3), CS(=O)(=O)CC1COC2=C(O1)C=CC=C2 (2-methanesulfonylmethyl-1,4-benzodioxan). Solvent: C(C)#N (acetonitrile). Yields the product FC1=CC2=C(C(=NO2)C2CCN(CC2)CC2COC3=C(O2)C=CC=C3)C=C1 (2-[4-(6-fluoro-1,2-benzisoxazol-3-yl)-1-piperidinyl]methyl-1,4-benzodioxan). RXN SMILES: [F:1][C:2]1[CH:16]=[CH:15][C:5]2[C:6]([CH:9]3[CH2:14][CH2:13][NH:12][CH2:11][CH2:10]3)=[N:7][O:8][C:4]=2[CH:3]=1.C([O-])([O-])=O.[K+].[K+].CS([CH2:27][CH:28]1[O:33][C:32]2[CH:34]=[CH:35][CH:36]=[CH:37][C:31]=2[O:30][CH2:29]1)(=O)=O>C(#N)C>[F:1][C:2]1[CH:16]=[CH:15][C:5]2[C:6]([CH:9]3[CH2:10][CH2:11][N:12]([CH2:27][CH:28]4[O:33][C:32]5[CH:34]=[CH:35][CH:36]=[CH:37][C:31]=5[O:30][CH2:29]4)[CH2:13][CH2:14]3)=[N:7][O:8][C:4]=2[CH:3]=1 |f:1.2.3|. Reported procedure: A stirred mixture of 6-fluoro-3-(4-piperidinyl)-1,2-benzisoxazole (3.0 g, 13.6 mmol), K2CO3 (2.45 g, 17.7 mmol), 2-methanesulfonylmethyl-1,4-benzodioxan (3.35 g, 13.7 mmole) in acetonitrile (100 ml) was heated at reflux for 12 hours. At the end of the reaction, the insolubles were filtered and rinsed with dichloromethane. The organic solution was concentrated. The crude oil was purified by flash chromatography on a silica gel column. The fractions containing the pure product were pooled and conc... Starting materials: C(#N)C1=CC=NC=C1 (4-cyanopyridine), [Cl-].[NH4+] (ammonium chloride), BrC1=C(C=C(C(=C1)F)Br)F (1,4-dibromo-2,5-difluorobenzene), C(CCC)[Li] (n-butyllithium). Solvent: C(C)OCC (diethylether), C(C)OCC (diethylether). Reaction conditions: time 20 minute. Yields the product BrC1=CC(=C(C=C1F)C(=N)C1=CC=NC=C1)F (1-(4-Bromo-2,5-difluorophenyl)-1-(4-pyridinyl)methanimine). Yield: 50.5%. Reaction SMILES: Br[C:2]1[CH:7]=[C:6]([F:8])[C:5]([Br:9])=[CH:4][C:3]=1[F:10].C([Li])CCC.[C:16]([C:18]1[CH:23]=[CH:22][N:21]=[CH:20][CH:19]=1)#[N:17].[Cl-].[NH4+]>C(OCC)C>[Br:9][C:5]1[C:6]([F:8])=[CH:7][C:2]([C:16]([C:18]2[CH:23]=[CH:22][N:21]=[CH:20][CH:19]=2)=[NH:17])=[C:3]([F:10])[CH:4]=1 |f:3.4|. Procedure: A stirred solution of 1,4-dibromo-2,5-difluorobenzene (2.72 g) in anhydrous diethylether (50 ml) under nitrogen was cooled to −78° C. in a dry-ice/acetone bath then treated with n-butyllithium (1.6M in hexanes, 7.2 ml). The reaction mixture was stirred for 20 min and a solution of 4-cyanopyridine (1.4 g) in diethylether (60 ml) was added dropwise. The resulting mixture was stirred for a further 20 min then treated with saturated aqueous ammonium chloride. The ether layer was separated, washed wi... Reactants: N#Cc1cc(C=O)ccc1F, CCOC(C)=O, [H-], [Na+], CN(C)C=O, OC1CCCC1. Product: N#Cc1cc(C=O)ccc1OC1CCCC1. As a reaction SMILES: [C:9](#[N:10])[c:11]1[cH:12][c:13]([CH:14]=[O:15])[cH:16][cH:17][c:18]1[F:19].[CH3:25][CH2:26][O:27][C:28](=[O:29])[CH3:30].[H-:7].[Na+:8].[O:20]=[CH:21][N:22]([CH3:23])[CH3:24].[OH:1][CH:2]1[CH2:3][CH2:4][CH2:5][CH2:6]1>>[O:1]([CH:2]1[CH2:3][CH2:4][CH2:5][CH2:6]1)[c:18]1[c:11]([C:9]#[N:10])[cH:12][c:13]([CH:14]=[O:15])[cH:16][cH:17]1. The reactants are CN(C)C=O (DMF), CC#N (MeCN), C(C(=O)Cl)(=O)Cl (oxalyl chloride), CC#N (MeCN), N1N=NN=C1C(=O)[O-].[K+].[K+].N1N=NN=C1C(=O)[O-] (dipotassium 1H-tetrazole-5-carboxylate), C(C)OC([C@@H](CN(N)CC1=CC=C(C=C1)C1=C(C=CC(=C1)Cl)F)O)=O ((R)-3-[N-(5′-chloro-2′-fluoro-biphenyl-4-ylmethyl)-hydrazino]-2-hydroxy-propionic acid ethyl ester), CC#N (MeCN), N1=CC=CC=C1 (pyridine). Run at time 10 minute. Yields the product C(C)OC([C@@H](CN(NC(=O)C1=NN=NN1)CC1=CC=C(C=C1)C1=C(C=CC(=C1)Cl)F)O)=O ((R)-3-[N-(5′-Chloro-2′-fluorobiphenyl-4-ylmethyl)-N′-(1H-tetrazole-5-carbonyl)-hydrazino]-2-hydroxypropionic Acid Ethyl Ester). The yield is 75.6%. As a reaction SMILES: CN(C=O)C.CC#N.C(Cl)(=O)C(Cl)=O.[NH:15]1[C:19]([C:20]([O-:22])=O)=[N:18][N:17]=[N:16]1.[K+].[K+].N1C(C([O-])=O)=NN=N1.[CH2:33]([O:35][C:36](=[O:57])[C@H:37]([OH:56])[CH2:38][N:39]([CH2:41][C:42]1[CH:47]=[CH:46][C:45]([C:48]2[CH:53]=[C:52]([Cl:54])[CH:51]=[CH:50][C:49]=2[F:55])=[CH:44][CH:43]=1)[NH2:40])[CH3:34].N1C=CC=CC=1>>[CH2:33]([O:35][C:36](=[O:57])[C@H:37]([OH:56])[CH2:38][N:39]([CH2:41][C:42]1[CH:43]=[CH:44][C:45]([C:48]2[CH:53]=[C:52]([Cl:54])[CH:51]=[CH:50][C:49]=2[F:55])=[CH:46][CH:47]=1)[NH:40][C:20]([C:19]1[NH:18][N:17]=[N:16][N:15]=1)=[O:22])[CH3:34] |f:3.4.5.6|. Procedure: To a stirred solution of DMF (734 μL, 9.5 mmol) in MeCN (2 mL, 50 mmol) at 0° C., was slowly added a solution of oxalyl chloride (257 μL, 3.0 mmol) in MeCN (500 μL, 9 mmol). After 10 minutes, dipotassium 1H-tetrazole-5-carboxylate (249 mg, 1.3 mmol) was added and after stirring for a further 15 minutes, was added to a solution of (R)-3-[N-(5′-chloro-2′-fluoro-biphenyl-4-ylmethyl)-hydrazino]-2-hydroxy-propionic acid ethyl ester (300 mg, 0.8 mmol) in MeCN (2 mL, 40 mmol) and pyridine (661 μL, 8.2 ... Reactants: O=C1CCC(=O)N1Br, CC(C)(C)CC(C)(C)n1sccc1=O, ClC(Cl)Cl. Product: CC(C)(C)CC(C)(C)n1scc(Br)c1=O. As a reaction SMILES: [Br:15][N:16]1[C:17](=[O:18])[CH2:19][CH2:20][C:21]1=[O:22].[C:1]([CH3:2])([CH3:3])([CH2:4][C:5]([CH3:6])([CH3:7])[CH3:8])[n:9]1[s:10][cH:11][cH:12][c:13]1=[O:14].[CH:23]([Cl:24])([Cl:25])[Cl:26]>>[C:1]([CH3:2])([CH3:3])([CH2:4][C:5]([CH3:6])([CH3:7])[CH3:8])[n:9]1[s:10][cH:11][c:12]([Br:15])[c:13]1=[O:14]. Reactants: CCCCCCCCCCCCNC(=O)Cc1cc(C(C)(C)C)c(O)c(C)c1C, CCCCCCCCCCCCCCCCCCNC. Product: CCCCCCCCCCCCCCCCCCN(C)C(=O)Cc1cc(C(C)(C)C)c(O)c(C)c1C. RXN SMILES: [CH2:1]([NH:2][C:14]([CH2:15][c:16]1[c:17]([CH3:28])[c:18]([CH3:27])[c:19]([OH:26])[c:20]([C:22]([CH3:23])([CH3:24])[CH3:25])[cH:21]1)=[O:29])[CH2:3][CH2:4][CH2:5][CH2:6][CH2:7][CH2:8][CH2:9][CH2:10][CH2:11][CH2:12][CH3:13].[CH3:30][NH:31][CH2:32][CH2:33][CH2:34][CH2:35][CH2:36][CH2:37][CH2:38][CH2:39][CH2:40][CH2:41][CH2:42][CH2:43][CH2:44][CH2:45][CH2:46][CH2:47][CH2:48][CH3:49]>>[C:14]([CH2:15][c:16]1[c:17]([CH3:28])[c:18]([CH3:27])[c:19]([OH:26])[c:20]([C:22]([CH3:23])([CH3:24])[CH3:25])[cH:21]1)(=[O:29])[N:31]([CH3:30])[CH2:32][CH2:33][CH2:34][CH2:35][CH2:36][CH2:37][CH2:38][CH2:39][CH2:40][CH2:41][CH2:42][CH2:43][CH2:44][CH2:45][CH2:46][CH2:47][CH2:48][CH3:49]. The reactants are Cc1ccccc1, CCOC(=O)Cl, Clc1ccc2c(c1)C1CN(Cc3ccccc3)CC1c1ccccc1O2. Yields the product CCOC(=O)N1CC2c3ccccc3Oc3ccc(Cl)cc3C2C1. RXN SMILES: [CH3:33][c:34]1[cH:35][cH:36][cH:37][cH:38][cH:39]1.[Cl:1][C:2](=[O:3])[O:4][CH2:5][CH3:6].[Cl:7][c:8]1[cH:9][cH:10][c:11]2[c:12]([cH:32]1)[CH:13]1[CH:14]([CH2:15][N:16]([CH2:18][c:19]3[cH:20][cH:21][cH:22][cH:23][cH:24]3)[CH2:17]1)[c:25]1[c:26]([cH:28][cH:29][cH:30][cH:31]1)[O:27]2>>[C:2](=[O:3])([O:4][CH2:5][CH3:6])[N:16]1[CH2:15][CH:14]2[CH:13]([c:12]3[c:11]([cH:10][cH:9][c:8]([Cl:7])[cH:32]3)[O:27][c:26]3[c:25]2[cH:31][cH:30][cH:29][cH:28]3)[CH2:17]1. Starting materials: ClC=1N=NC(=CC1)Cl (3,6-Dichloropyridazine), O=C1N(C(C2=CC=CC=C12)=O)C(C(=O)O)CC (2-(1,3-dioxoisoindolin-2-yl)butanoic acid), FC(C(=O)O)(F)F (trifluoroacetic acid), diammonium, N (ammonia). The reagents and catalysts are [N+](=O)([O-])[O-].[Ag+] (silver nitrate). The solvent is O (water), O (water), C(C)(=O)OCC (ethyl acetate). Yields the product ClC=1N=NC(=CC1C(CC)N1C(C2=CC=CC=C2C1=O)=O)Cl (2-[1-(3,6-Dichloropyridazin-4-yl)propyl]isoindoline-1,3-dione). Reaction SMILES: [Cl:1][C:2]1[N:3]=[N:4][C:5]([Cl:8])=[CH:6][CH:7]=1.[O:9]=[C:10]1[C:18]2[C:13](=[CH:14][CH:15]=[CH:16][CH:17]=2)[C:12](=[O:19])[N:11]1[CH:20]([CH2:24][CH3:25])C(O)=O.FC(F)(F)C(O)=O.N>O.[N+]([O-])([O-])=O.[Ag+].C(OCC)(=O)C>[Cl:1][C:2]1[N:3]=[N:4][C:5]([Cl:8])=[CH:6][C:7]=1[CH:20]([N:11]1[C:12](=[O:19])[C:13]2[C:18](=[CH:17][CH:16]=[CH:15][CH:14]=2)[C:10]1=[O:9])[CH2:24][CH3:25] |f:5.6|. Procedure details: 3,6-Dichloropyridazine (596 mg, 4 mmol), 2-(1,3-dioxoisoindolin-2-yl)butanoic acid (1.59 g, 6.8 mmol), silver nitrate (67.9 mg, 0.4 mmol), trifluoroacetic acid (91.2 mg, 0.8 mmol) and water (10 mL) were heated at 70° C. with stirring, and to the resulting mixture, diammonium peroxodisulfate (1.64 g, 7.2 mmol) in water (2 mL) was added dropwise over 30 minutes. After the dropwise addition, the resulting reaction mixture was stirred at 70° C. for 30 minutes, then mixed with 10 mL of ethyl acetate ... Reactants: FC1=C(C=CC(=C1)F)C1=NC(=NC=N1)NC1=CC(=CC=C1)CS(=O)(=O)C (4-(2,4-difluorophenyl)-N-{3-[(methylsulfonyl)methyl]phenyl}-1,3,5-triazin-2-amine), intermediate 42.1, FC1(CCCCC1)CO ((1-fluorocyclohexyl)methanol). Yields the product FC1=CC(=C(C=C1)C1=NC(=NC=N1)NC1=CC(=CC=C1)CS(=O)(=O)C)OCC1(CCCCC1)F (4-{4-Fluoro-2-[(1-fluorocyclohexyl)methoxy]phenyl}-N-{3-[(methylsulfonyl)-methyl]phenyl}-1,3,5-triazin-2-amine). Reaction SMILES: F[C:2]1[CH:7]=[C:6]([F:8])[CH:5]=[CH:4][C:3]=1[C:9]1[N:14]=[CH:13][N:12]=[C:11]([NH:15][C:16]2[CH:21]=[CH:20][CH:19]=[C:18]([CH2:22][S:23]([CH3:26])(=[O:25])=[O:24])[CH:17]=2)[N:10]=1.[F:27][C:28]1([CH2:34][OH:35])[CH2:33][CH2:32][CH2:31][CH2:30][CH2:29]1>>[F:8][C:6]1[CH:5]=[CH:4][C:3]([C:9]2[N:14]=[CH:13][N:12]=[C:11]([NH:15][C:16]3[CH:21]=[CH:20][CH:19]=[C:18]([CH2:22][S:23]([CH3:26])(=[O:25])=[O:24])[CH:17]=3)[N:10]=2)=[C:2]([O:35][CH2:34][C:28]2([F:27])[CH2:33][CH2:32][CH2:31][CH2:30][CH2:29]2)[CH:7]=1. Reported procedure: Starting with 4-(2,4-difluorophenyl)-N-{3-[(methylsulfonyl)methyl]phenyl}-1,3,5-triazin-2-amine (80 mg; 0.21 mmol), intermediate 42.1, and (1-fluorocyclohexyl)methanol (117 mg; 0.841 mmol), example 66 was prepared analogously to the procedure for the preparation of example 42.